Dataset: the Open Reaction Database (ORD), a public repository of structured organic reaction records. Task: describe an organic reaction: reactants, conditions, products, and yield The reactants are CCOC(C)=O, ClP(Cl)Cl, O=[N+]([O-])c1cc[n+]([O-])cc1OCc1ccc(F)cc1, [Na+], [OH-]. Product: O=[N+]([O-])c1ccncc1OCc1ccc(F)cc1. RXN SMILES: [CH3:26][CH2:27][O:28][C:29](=[O:30])[CH3:31].[Cl:1][P:2]([Cl:3])[Cl:4].[F:5][c:6]1[cH:7][cH:8][c:9]([CH2:10][O:11][c:12]2[cH:13][n+:14]([O-:21])[cH:15][cH:16][c:17]2[N+:18](=[O:19])[O-:20])[cH:22][cH:23]1.[Na+:25].[OH-:24]>>[F:5][c:6]1[cH:7][cH:8][c:9]([CH2:10][O:11][c:12]2[cH:13][n:14][cH:15][cH:16][c:17]2[N+:18](=[O:19])[O-:20])[cH:22][cH:23]1. Starting materials: C=CCC1(C)CC(c2cccc(Cl)c2)C(c2ccc(Cl)cc2)N(C(CC)C(=O)OC)C1=O, C1CCOC1, [Na+], [OH-], O. Yields the product C=CCC1(C)CC(c2cccc(Cl)c2)C(c2ccc(Cl)cc2)N(C(CC)C(=O)O)C1=O. Reaction SMILES: [CH2:1]([CH:2]=[CH2:3])[C:4]1([CH3:32])[C:5](=[O:31])[N:6]([CH:24]([C:25](=[O:26])[O:27][CH3:28])[CH2:29][CH3:30])[CH:7]([c:17]2[cH:18][cH:19][c:20]([Cl:23])[cH:21][cH:22]2)[CH:8]([c:10]2[cH:11][c:12]([Cl:16])[cH:13][cH:14][cH:15]2)[CH2:9]1.[CH2:35]1[O:36][CH2:37][CH2:38][CH2:39]1.[Na+:34].[OH-:33].[OH2:40]>>[CH2:1]([CH:2]=[CH2:3])[C:4]1([CH3:32])[C:5](=[O:31])[N:6]([CH:24]([C:25](=[O:26])[OH:27])[CH2:29][CH3:30])[CH:7]([c:17]2[cH:18][cH:19][c:20]([Cl:23])[cH:21][cH:22]2)[CH:8]([c:10]2[cH:11][c:12]([Cl:16])[cH:13][cH:14][cH:15]2)[CH2:9]1. The reactants are O=C([O-])[O-], CN=C=O, CN(c1ccncc1)n1ccc2cc(O)ccc21, [K+], [K+], C1CCOC1. Product: CNC(=O)Oc1ccc2c(ccn2N(C)c2ccncc2)c1. RXN SMILES: [C:23](=[O:24])([O-:25])[O-:26].[CH3:1][N:2]=[C:3]=[O:4].[CH3:5][N:6]([n:7]1[cH:8][cH:9][c:10]2[cH:11][c:12]([OH:16])[cH:13][cH:14][c:15]12)[c:17]1[cH:18][cH:19][n:20][cH:21][cH:22]1.[K+:27].[K+:28].[O:29]1[CH2:30][CH2:31][CH2:32][CH2:33]1>>[CH3:1][NH:2][C:3](=[O:4])[O:16][c:12]1[cH:11][c:10]2[cH:9][cH:8][n:7]([N:6]([CH3:5])[c:17]3[cH:18][cH:19][n:20][cH:21][cH:22]3)[c:15]2[cH:14][cH:13]1. The reactants are ClCC1=COC2=C1C=CC=C2OC (3-chloromethyl-7-methoxybenzofuran), C1(=CC=CC=C1)C(CCO)C1=CC=CC=C1 (3,3-diphenyl-1-propanol), CC(C)([O-])C.[K+] (potassium t-butoxide), Cl (hydrochloric acid). Run in CN(C)C=O (DMF), O (water), CN(C)C=O (DMF). Reaction conditions: temperature 0 celsius, time 10 minute. Yields the product C1(=CC=CC=C1)C(CCOCC1=COC2=C1C=CC=C2OC)C2=CC=CC=C2 (3-((3,3-diphenylpropyloxy)methyl)-7-methoxybenzofuran). Yield: 85.2%. Reaction SMILES: [C:1]1([CH:7]([C:11]2[CH:16]=[CH:15][CH:14]=[CH:13][CH:12]=2)[CH2:8][CH2:9][OH:10])[CH:6]=[CH:5][CH:4]=[CH:3][CH:2]=1.CC(C)([O-])C.[K+].Cl[CH2:24][C:25]1[C:29]2[CH:30]=[CH:31][CH:32]=[C:33]([O:34][CH3:35])[C:28]=2[O:27][CH:26]=1.Cl>CN(C=O)C.O>[C:11]1([CH:7]([C:1]2[CH:2]=[CH:3][CH:4]=[CH:5][CH:6]=2)[CH2:8][CH2:9][O:10][CH2:24][C:25]2[C:29]3[CH:30]=[CH:31][CH:32]=[C:33]([O:34][CH3:35])[C:28]=3[O:27][CH:26]=2)[CH:12]=[CH:13][CH:14]=[CH:15][CH:16]=1 |f:1.2|. Procedure details: 3,3-diphenyl-1-propanol (550 mg) was dissolved in DMF (5 ml) and the obtained solution was cooled to 0° C. To this solution, potassium t-butoxide (291 mg) was added and the solution was stirred at 0° C. for 10 minutes. To the reaction solution, 3-chloromethyl-7-methoxybenzofuran (339 mg) solution in DMF (4 ml) was added dropwise and the resulting solution was stirred at 0° C. for 30 minutes. After neutralizing the reaction solution with 1N hydrochloric acid, the solution was poured into water la... Starting materials: C1(=CC=CC=C1)C(=O)C=1C=NN2C1N=CC=C2C2=CC=NC=C2 (phenyl[7-(4-pyridinyl)pyrazolo[1,5-a]pyrimidin-3-yl]methanone), C(#N)[BH3-].[Na+] (sodium cyanoborohydride), CC(=O)OCC1=C2C=CC=CC2=C(C3=CC=CC=C31)COC(=O)C (acetic). Run in C(C)(=O)O (acetic acid). Yields the product C1(=CC=CC=C1)C(=O)C=1C=NN2C1NCCC2C2=CC=NC=C2 (Phenyl[4,5,6,7-tetrahydro-7-(4-pyridinyl)pyrazolo[1,5-a]pyrimidin-3-yl]methanone). Reaction SMILES: [C:1]1([C:7]([C:9]2[CH:10]=[N:11][N:12]3[C:17]([C:18]4[CH:23]=[CH:22][N:21]=[CH:20][CH:19]=4)=[CH:16][CH:15]=[N:14][C:13]=23)=[O:8])[CH:6]=[CH:5][CH:4]=[CH:3][CH:2]=1.C([BH3-])#N.[Na+].CC(OCC1C2C(=CC=CC=2)C(COC(C)=O)=C2C=1C=CC=C2)=O>C(O)(=O)C>[C:1]1([C:7]([C:9]2[CH:10]=[N:11][N:12]3[CH:17]([C:18]4[CH:19]=[CH:20][N:21]=[CH:22][CH:23]=4)[CH2:16][CH2:15][NH:14][C:13]=23)=[O:8])[CH:6]=[CH:5][CH:4]=[CH:3][CH:2]=1 |f:1.2|. Reported procedure: To a 20.0 g portion of phenyl[7-(4-pyridinyl)pyrazolo[1,5-a]pyrimidin-3-yl]methanone (prepared as described in Ex. 9) suspended and stirred in 100 ml of glacial acetic acid under nitrogen was added in portions 8.5 g of sodium cyanoborohydride, during this addition another 50 ml of glacial acetic was also added. After 3 hours the solution was evaporated to dryness in vacuo. The residue was dissolved in dichloromethane and treated with saturated sodium bicarbonate until basic. The organic layer wa... Starting materials: C1NCCC2=CC(=CC=C12)NC(=O)C=1C(=CC=CC1)C1=CC=C(C=C1)C(F)(F)F (4'-Trifluoromethylbiphenyl-2-carboxylic acid-(1,2,3,4-tetrahydroisoquinolin-6-yl)-amide), C(=C)C1=NC=CC=C1 (2-vinylpyridine), C(C)(=O)O (acetic acid). The solvent is CO (methanol). Product: N1=C(C=CC=C1)CCN1CC2=CC=C(C=C2CC1)NC(=O)C=1C(=CC=CC1)C1=CC=C(C=C1)C(F)(F)F (4'-Trifluoromethylbiphenyl-2-carboxylic acid-[2-(2-pyridin-2-yl-ethyl)-1,2,3,4-tetrahydroisoquinolin-6-yl]-amide). RXN SMILES: [CH2:1]1[C:10]2[C:5](=[CH:6][C:7]([NH:11][C:12]([C:14]3[C:15]([C:20]4[CH:25]=[CH:24][C:23]([C:26]([F:29])([F:28])[F:27])=[CH:22][CH:21]=4)=[CH:16][CH:17]=[CH:18][CH:19]=3)=[O:13])=[CH:8][CH:9]=2)[CH2:4][CH2:3][NH:2]1.[CH:30]([C:32]1[CH:37]=[CH:36][CH:35]=[CH:34][N:33]=1)=[CH2:31].C(O)(=O)C>CO>[N:33]1[CH:34]=[CH:35][CH:36]=[CH:37][C:32]=1[CH2:30][CH2:31][N:2]1[CH2:3][CH2:4][C:5]2[C:10](=[CH:9][CH:8]=[C:7]([NH:11][C:12]([C:14]3[C:15]([C:20]4[CH:25]=[CH:24][C:23]([C:26]([F:27])([F:28])[F:29])=[CH:22][CH:21]=4)=[CH:16][CH:17]=[CH:18][CH:19]=3)=[O:13])[CH:6]=2)[CH2:1]1. Procedure: Compound (II) (300 mg, 0.76 mmole), 2-vinylpyridine (95 mg, 0.91 mmole) and glacial acetic acid (24 mg, 0.40 mmole) were combined in 15 mL of methanol and heated to reflux for 24 hrs. The solvent was removed under vacuum and the residue was purified using silica gel chromatography with a gradient of 0 to 3% methanol in ethyl acetate as the eluent. The reactants are BrC1=CC=2CC3=CC(=CC=C3C2C=C1)I (2- Bromo-7- iodofluorene), [I-].[K+] (potassium iodide), [OH-].[K+] (potassium hydroxide), BrCCCCCCCCCC (1-bromodecane). The solvent is CS(=O)C (DMSO). Conditions: time 24 hour. Product: BrC1=CC=2C(C3=CC(=CC=C3C2C=C1)I)(CCCCCCCCCC)CCCCCCCCCC (2-Bromo-7-iodo-9,9-didecylfluorene). The yield is 81.0%. RXN SMILES: [Br:1][C:2]1[CH:14]=[CH:13][C:12]2[C:11]3[C:6](=[CH:7][C:8]([I:15])=[CH:9][CH:10]=3)[CH2:5][C:4]=2[CH:3]=1.[I-].[K+].[OH-].[K+].Br[CH2:21][CH2:22][CH2:23][CH2:24][CH2:25][CH2:26][CH2:27][CH2:28][CH2:29][CH3:30]>CS(C)=O>[Br:1][C:2]1[CH:14]=[CH:13][C:12]2[C:11]3[C:6](=[CH:7][C:8]([I:15])=[CH:9][CH:10]=3)[C:5]([CH2:13][CH2:14][CH2:2][CH2:3][CH2:4][CH2:12][CH2:11][CH2:10][CH2:9][CH3:8])([CH2:21][CH2:22][CH2:23][CH2:24][CH2:25][CH2:26][CH2:27][CH2:28][CH2:29][CH3:30])[C:4]=2[CH:3]=1 |f:1.2,3.4|. Procedure details: To a mechanically stirred mixture of 7-iodo-2-bromofluorene (from example 2; 41.34 g, 0.1114 mol), DMSO (100 mL), potassium iodide (1.7 g), and powdered potassium hydroxide (28 g) cooled in a cold water bath, 1-bromodecane (53 mL) was added dropwise, and the mixture was stirred for 24 hours. The oil that separated on dilution with water, was extracted with toluene. Toluene extract was washed with water, dried and concentrated. The residual oil was passed through a column of 300 g alumina. Elutio... Reactants: FCC(=O)C1=CC=CC=C1 (2-Fluoroacetophenone), NN (hydrazine), C(Cl)Cl (CH2Cl2). Solvent: C(CO)O (ethylene glycol). Conditions: time 2 hour. Product: CC1=NNC2=CC=CC=C12 (3-Methylindazole). Yield: 75.7%. RXN SMILES: F[CH2:2][C:3]([C:5]1[CH:10]=[CH:9][CH:8]=[CH:7][CH:6]=1)=O.[NH2:11][NH2:12].C(Cl)Cl>C(O)CO>[CH3:2][C:3]1[C:5]2[C:10](=[CH:9][CH:8]=[CH:7][CH:6]=2)[NH:12][N:11]=1. Reported procedure: To a stirring solution of 36.2 g (0.26 mol) of 2-Fluoroacetophenone in 120 mL of ethylene glycol is added 8.6 mL (0.27 mol, 1.05 equiv.) of hydrazine. The resulting solution is stirred 2 h at RT and then heated at 165° C. for 40 h. The solution is cooled to RT, poured into CH2Cl2 (200 mL) and extracted with H2O (2×200 mL). The organic layers were combined, dried (MgSO4), and the solvent removed in vacuo. Purification of the crude material by recrystallization form hexane/CHCl3 afforded 26 g of 3...